From a dataset of the Open Reaction Database (ORD), a public repository of structured organic reaction records. describe an organic reaction: reactants, conditions, products, and yield Reactants: ClC=1C=C(C=CC1Cl)NC1=NC2=C(C=C(C=C2C(=N1)O)C)Br (2-((3,4-dichlorophenyl)amino)-8-bromo-6-methylquinazolin-4-ol), ClC=1C=C(C=C)C=CC1 (3-chlorostyrene), C(C)(C)N(C(C)C)CC (N,N-diisopropylethylamine), C1(=C(C=CC=C1)P(C1=C(C=CC=C1)C)C1=C(C=CC=C1)C)C (tri-o-tolylphosphine). Reagents/catalysts: C(C)(=O)[O-].[Pd+2].C(C)(=O)[O-] (palladium acetate). The solvent is CN(C)C=O (DMF). Reaction conditions: temperature 120 celsius. Product: ClC=1C=C(C=CC1)/C=C/C=1C=C(C=C2C(=NC(=NC12)NC1=CC(=C(C=C1)Cl)Cl)O)C (8-((1E)-2-(3-Chlorophenyl)vinyl)-2-((3,4-dichlorophenyl)amino)-6-methylquinazolin-4-ol). Reaction SMILES: [Cl:1][C:2]1[CH:3]=[C:4]([NH:9][C:10]2[N:19]=[C:18]([OH:20])[C:17]3[C:12](=[C:13](Br)[CH:14]=[C:15]([CH3:21])[CH:16]=3)[N:11]=2)[CH:5]=[CH:6][C:7]=1[Cl:8].[Cl:23][C:24]1[CH:25]=[C:26]([CH:29]=[CH:30][CH:31]=1)[CH:27]=[CH2:28].C1(C)C=CC=CC=1P(C1C=CC=CC=1C)C1C=CC=CC=1C.C(N(CC)C(C)C)(C)C>CN(C=O)C.C([O-])(=O)C.[Pd+2].C([O-])(=O)C>[Cl:23][C:24]1[CH:25]=[C:26](/[CH:27]=[CH:28]/[C:13]2[CH:14]=[C:15]([CH3:21])[CH:16]=[C:17]3[C:12]=2[N:11]=[C:10]([NH:9][C:4]2[CH:5]=[CH:6][C:7]([Cl:8])=[C:2]([Cl:1])[CH:3]=2)[N:19]=[C:18]3[OH:20])[CH:29]=[CH:30][CH:31]=1 |f:5.6.7|. Procedure: To a solution of 2-((3,4-dichlorophenyl)amino)-8-bromo-6-methylquinazolin-4-ol (29 mg) in DMF (2 mL) was added 3-chlorostyrene (0.020 mL), followed by palladium acetate (4.0 mg), tri-o-tolylphosphine (9.0 mg) and N,N-diisopropylethylamine (0.20 mL). The resulting mixture was heated at 120° C. for 24 h, then was cooled to room temperature. The supernatant was concentrated in vacuo to a dark semi-solid which was triturated with 50% (v/v) methanol/dichloromethane (4 mL) and diethyl ether (ca. 0.1 m...